This data is from the Open Reaction Database (ORD), a public repository of structured organic reaction records. The task is: describe an organic reaction: reactants, conditions, products, and yield Reactants: Cn1nc(-c2cccc(-n3ncc4cc(C(C)(C)C)cc(F)c4c3=O)c2CO)cc(Nc2ccc(N3CC4(CN(C(=O)OC(C)(C)C)C4)C3)cn2)c1=O, ClCCl, O=C(O)C(F)(F)F. The product is Cn1nc(-c2cccc(-n3ncc4cc(C(C)(C)C)cc(F)c4c3=O)c2CO)cc(Nc2ccc(N3CC4(CNC4)C3)cn2)c1=O. RXN SMILES: [C:1]([CH3:2])([CH3:3])([CH3:4])[c:5]1[cH:6][c:7]2[cH:8][n:9][n:10](-[c:17]3[c:18]([CH2:52][OH:53])[c:19](-[c:23]4[cH:24][c:25]([NH:31][c:32]5[cH:33][cH:34][c:35]([N:38]6[CH2:39][C:40]7([CH2:41][N:42]([C:44]([O:45][C:46]([CH3:47])([CH3:48])[CH3:49])=[O:50])[CH2:43]7)[CH2:51]6)[cH:36][n:37]5)[c:26](=[O:30])[n:27]([CH3:29])[n:28]4)[cH:20][cH:21][cH:22]3)[c:11](=[O:16])[c:12]2[c:13]([F:15])[cH:14]1.[Cl:61][CH2:62][Cl:63].[F:54][C:55]([F:56])([F:57])[C:58]([OH:59])=[O:60]>>[C:1]([CH3:2])([CH3:3])([CH3:4])[c:5]1[cH:6][c:7]2[cH:8][n:9][n:10](-[c:17]3[c:18]([CH2:52][OH:53])[c:19](-[c:23]4[cH:24][c:25]([NH:31][c:32]5[cH:33][cH:34][c:35]([N:38]6[CH2:39][C:40]7([CH2:41][NH:42][CH2:43]7)[CH2:51]6)[cH:36][n:37]5)[c:26](=[O:30])[n:27]([CH3:29])[n:28]4)[cH:20][cH:21][cH:22]3)[c:11](=[O:16])[c:12]2[c:13]([F:15])[cH:14]1. The reactants are CCO, ClCc1cccc2ccccc12, S=C1NC(c2ccccc2)C(c2ccccc2)N1. The product is Cl, c1ccc(C2N=C(SCc3cccc4ccccc34)NC2c2ccccc2)cc1. RXN SMILES: [CH3:31][CH2:32][OH:33].[Cl:19][CH2:20][c:21]1[cH:22][cH:23][cH:24][c:25]2[cH:26][cH:27][cH:28][cH:29][c:30]12.[c:1]1([CH:7]2[NH:8][C:9](=[S:18])[NH:10][CH:11]2[c:12]2[cH:13][cH:14][cH:15][cH:16][cH:17]2)[cH:2][cH:3][cH:4][cH:5][cH:6]1>>[ClH:19].[c:1]1([CH:7]2[NH:8][C:9]([S:18][CH2:20][c:21]3[cH:22][cH:23][cH:24][c:25]4[cH:26][cH:27][cH:28][cH:29][c:30]34)=[N:10][CH:11]2[c:12]2[cH:13][cH:14][cH:15][cH:16][cH:17]2)[cH:2][cH:3][cH:4][cH:5][cH:6]1.